The task is: describe an organic reaction: reactants, conditions, products, and yield. This data is from the Open Reaction Database (ORD), a public repository of structured organic reaction records. As a reaction SMILES: [CH3:1][S:2][CH:3]1[C:4](=[O:16])[NH:5][c:6]2[cH:7][cH:8][c:9]([C:12]([F:13])([F:14])[F:15])[cH:10][c:11]21.[CH:22]([Cl:23])([Cl:24])[Cl:25].[Hg:27]=[O:28].[O:17]1[CH2:18][CH2:19][CH2:20][CH2:21]1.[OH2:26]>>[C:3]1(=[O:17])[C:4](=[O:16])[NH:5][c:6]2[cH:7][cH:8][c:9]([C:12]([F:13])([F:14])[F:15])[cH:10][c:11]21. The product is O=C1Nc2ccc(C(F)(F)F)cc2C1=O. Reactants: CSC1C(=O)Nc2ccc(C(F)(F)F)cc21, ClC(Cl)Cl, O=[Hg], C1CCOC1, O. Isolated yield 17.0%. Reaction SMILES: [Cr](Cl)([O-])(=O)=O.[NH+]1C=CC=CC=1.[C:12]1([C:18]2([CH2:21][CH2:22]O)[CH2:20][CH2:19]2)[CH:17]=[CH:16][CH:15]=[CH:14][CH:13]=1.[NH2:24][C:25]1[C:30]([C:31]([F:34])([F:33])[F:32])=[CH:29][CH:28]=[CH:27][C:26]=1[C:35]([C:37]1[CH:42]=[CH:41][CH:40]=[CH:39][CH:38]=1)=O.C(=O)(O)[O-].[Na+]>C(Cl)Cl.CC(O)=O>[C:37]1([C:35]2[C:26]3[C:25](=[C:30]([C:31]([F:32])([F:33])[F:34])[CH:29]=[CH:28][CH:27]=3)[N:24]=[CH:22][C:21]=2[C:18]2([C:12]3[CH:17]=[CH:16][CH:15]=[CH:14][CH:13]=3)[CH2:20][CH2:19]2)[CH:42]=[CH:41][CH:40]=[CH:39][CH:38]=1 |f:0.1,4.5|. Reaction conditions: temperature 120 celsius. Procedure: Pyridinium chlorochromate (0.417 g, 1.94 mmol) in CH2Cl2 (3 mL) is treated with a mixture of 2-(1-phenylcyclopropyl)ethanol (0.157 g, 0.967 mmol) in CH2Cl2 (2 mL) for 2 h. The reaction is filtered through Celite, treated with AcOH (3 mL) and [2-amino-3-(trifluoromethyl)phenyl](phenyl)methanone (0.128 g, 0.484 mmol), and the methylene chloride is removed in vacuo. Then 1:20H2SO4:AcOH (0.1 mL) is added and the reaction is heated at 120° C. for 3.5 h. The cooled reaction is poured into saturated aq... Reactants: [Cr](=O)(=O)([O-])Cl.[NH+]1=CC=CC=C1 (Pyridinium chlorochromate), C1(=CC=CC=C1)C1(CC1)CCO (2-(1-phenylcyclopropyl)ethanol), C([O-])(O)=O.[Na+] (sodium bicarbonate), NC1=C(C=CC=C1C(F)(F)F)C(=O)C1=CC=CC=C1 ([2-amino-3-(trifluoromethyl)phenyl](phenyl)methanone). The product is C1(=CC=CC=C1)C1=C(C=NC2=C(C=CC=C12)C(F)(F)F)C1(CC1)C1=CC=CC=C1 (4-PHENYL-3-(1-PHENYLCYCLOPROPYL)-8-(TRIFLUOROMETHYL)QUINOLINE). Run in C(Cl)Cl (CH2Cl2), C(Cl)Cl (CH2Cl2), CC(=O)O (AcOH). The reactants are C1(CC1)S(=O)(=O)C1=CC=C(C=C1)C(CC1CCOCC1)C1=CC=C(N1)C=1SC(=CN1)/C=C/C(=O)OCC (ethyl (2E)-3-[2-(5-{1-[4-(cyclopropylsulfonyl)phenyl]-2-(tetrahydro-2H-pyran-4-yl)ethyl}-1H-pyrrol-2-yl)-1,3-thiazol-5-yl]propenoate), O1CCCC1 (tetrahydrofuran). Reagents/catalysts: [C].[Pd] (palladium carbon). The solvent is C(C)O (ethanol). Reaction conditions: time 2 day. Product: C1(CC1)S(=O)(=O)C1=CC=C(C=C1)C(CC1CCOCC1)C1=CC=C(N1)C=1SC(=CN1)CCC(=O)OCC (Ethyl 3-[2-(5-{1-[4-(cyclopropylsulfonyl)phenyl]-2-(tetrahydro-2H-pyran-4-yl)ethyl}-1H-pyrrol-2-yl)-1,3-thiazol-5-yl]propanoate). Isolated yield 74.1%. As a reaction SMILES: [CH:1]1([S:4]([C:7]2[CH:12]=[CH:11][C:10]([CH:13]([C:21]3[NH:25][C:24]([C:26]4[S:27][C:28](/[CH:31]=[CH:32]/[C:33]([O:35][CH2:36][CH3:37])=[O:34])=[CH:29][N:30]=4)=[CH:23][CH:22]=3)[CH2:14][CH:15]3[CH2:20][CH2:19][O:18][CH2:17][CH2:16]3)=[CH:9][CH:8]=2)(=[O:6])=[O:5])[CH2:3][CH2:2]1.O1CCCC1>[C].[Pd].C(O)C>[CH:1]1([S:4]([C:7]2[CH:12]=[CH:11][C:10]([CH:13]([C:21]3[NH:25][C:24]([C:26]4[S:27][C:28]([CH2:31][CH2:32][C:33]([O:35][CH2:36][CH3:37])=[O:34])=[CH:29][N:30]=4)=[CH:23][CH:22]=3)[CH2:14][CH:15]3[CH2:20][CH2:19][O:18][CH2:17][CH2:16]3)=[CH:9][CH:8]=2)(=[O:5])=[O:6])[CH2:3][CH2:2]1 |f:2.3|. Reported procedure: A mixture of ethyl (2E)-3-[2-(5-{1-[4-(cyclopropylsulfonyl)phenyl]-2-(tetrahydro-2H-pyran-4-yl)ethyl}-1H-pyrrol-2-yl)-1,3-thiazol-5-yl]propenoate (0.78 g), 10% palladium carbon (containing 50% water, 0.15 g), tetrahydrofuran (10 mL) and ethanol (5 mL) was stirred under hydrogen atmosphere at room temperature for 2 days. The insoluble material was filtered off, and the filtrate was concentrated. The obtained residue was subjected to silica gel column chromatography, and the title compound (0.58 g... The reactants are C(=O)(O)C12CCC(CC1)(CC2)NCC(=O)N2[C@@H](C[C@@H](C2)F)C#N ((2S,4S)-1-[[N-(4-carboxybicyclo[2.2.2]oct-1-yl)amino]acetyl]-4-fluoropyrrolidine-2-carbonitrile), FC=1C=C(N)C=CC1N1CCOCC1 (3-fluoro-4-morpholinylaniline). The product is F[C@H]1C[C@H](N(C1)C(CNC12CCC(CC1)(CC2)C(=O)NC2=CC(=C(C=C2)N2CCOCC2)F)=O)C#N ((2S,4S)-4-fluoro-1-[[N-[4-[N-(3-fluoro-4-morpholinylphenyl)amino]carbonylbicyclo[2.2.2]oct-1-yl]amino]acetyl]pyrrolidine-2-carbonitrile). The yield is 36.7%. RXN SMILES: [C:1]([C:4]12[CH2:11][CH2:10][C:7]([NH:12][CH2:13][C:14]([N:16]3[CH2:20][C@@H:19]([F:21])[CH2:18][C@H:17]3[C:22]#[N:23])=[O:15])([CH2:8][CH2:9]1)[CH2:6][CH2:5]2)([OH:3])=O.[F:24][C:25]1[CH:26]=[C:27]([CH:29]=[CH:30][C:31]=1[N:32]1[CH2:37][CH2:36][O:35][CH2:34][CH2:33]1)[NH2:28]>>[F:21][C@@H:19]1[CH2:20][N:16]([C:14](=[O:15])[CH2:13][NH:12][C:7]23[CH2:8][CH2:9][C:4]([C:1]([NH:28][C:27]4[CH:29]=[CH:30][C:31]([N:32]5[CH2:33][CH2:34][O:35][CH2:36][CH2:37]5)=[C:25]([F:24])[CH:26]=4)=[O:3])([CH2:11][CH2:10]2)[CH2:5][CH2:6]3)[C@H:17]([C:22]#[N:23])[CH2:18]1. Procedure details: In a similar manner to Example 63, (2S,4S)-1-[[N-(4-carboxybicyclo[2.2.2]oct-1-yl)amino]acetyl]-4-fluoropyrrolidine-2-carbonitrile (50.3 mg) and 3-fluoro-4-morpholinylaniline (62.0 mg) were used to obtain (2S,4S)-4-fluoro-1-[[N-[4-[N-(3-fluoro-4-morpholinylphenyl)amino]carbonylbicyclo[2.2.2]oct-1-yl]amino]acetyl]pyrrolidine-2-carbonitrile (28.6 mg). The reactants are [H-].[Na+] (Sodium hydride), CN(C=O)C (N,N-Dimethylformamide), FC=1C=CC(=NC1)NS(=O)(=O)C1=CC=C(C=C1)C (N-(5-fluoropyridin-2-yl)-4-methylbenzenesulfonamide), ICC(=O)N (Iodoacetamide). The solvent is O (water). Reaction conditions: time 10 minute. The product is FC=1C=CC(N(C1)CC(=O)N)=NS(=O)(=O)C1=CC=C(C)C=C1 (2-(5-fluoro-2-(tosylimino)pyridin-1(2H)-yl)acetamide). RXN SMILES: [H-].[Na+].CN(C)C=O.[F:8][C:9]1[CH:10]=[CH:11][C:12]([NH:15][S:16]([C:19]2[CH:24]=[CH:23][C:22]([CH3:25])=[CH:21][CH:20]=2)(=[O:18])=[O:17])=[N:13][CH:14]=1.I[CH2:27][C:28]([NH2:30])=[O:29]>O>[F:8][C:9]1[CH:10]=[CH:11][C:12](=[N:15][S:16]([C:19]2[CH:24]=[CH:23][C:22]([CH3:25])=[CH:21][CH:20]=2)(=[O:18])=[O:17])[N:13]([CH2:27][C:28]([NH2:30])=[O:29])[CH:14]=1 |f:0.1|. Reported procedure: Sodium hydride (0.43 g, 0.018 mol) was mixed with N,N-Dimethylformamide (67.4 mL) and N-(5-fluoropyridin-2-yl)-4-methylbenzenesulfonamide 1 (4.0 g, 0.015 mol) was added. The reaction was stirred at room temperature for 10 minutes. Iodoacetamide (3.3 g, 0.018 mol) was added and the mixture was stirred at room temperature for 24 hours. The reaction was poured into water (100 mL) and extracted with ethyl acetate (4×75 mL). Organic layers were combined then dried with magnesium sulfate and the solve... Solvent: C(C)(=O)OCC (ethyl acetate). The reactants are OC=1C(NN=C(C1)CCC1=CC=CC=C1)=O (4-hydroxy-6-(2-phenylethyl)pyridazin-3(2H)-one), C(C1=CC=CC=C1)OC=1N=NC(=CC1OCC1=CC=CC=C1)C1(CC1)C1=CC=C(C=C1)F (3,4-bis(benzyloxy)-6-[1-(4-fluorophenyl)cyclopropyl]pyridazine), C(C1=CC=CC=C1)OC=1N=NC(=CC1OCC1=CC=CC=C1)C1(CC1)C1=CC=C(C=C1)F (3,4-bis(benzyloxy)-6-[1-(4-fluorophenyl)cyclopropyl]pyridazine). Procedure: Prepared by the same method as for 4-hydroxy-6-(2-phenylethyl)pyridazin-3(2H)-one (Example 1) from 3,4-bis(benzyloxy)-6-[1-(4-fluorophenyl)cyclopropyl]pyridazine (Intermediate 42) except that the solvent used for the hydrogenation was ethyl acetate and the product was recrystallised from a mixture of ethyl acetate and MTBE. RXN SMILES: OC1C(=O)NN=C(CCC2C=CC=CC=2)C=1.C([O:24][C:25]1[N:26]=[N:27][C:28]([C:39]2([C:42]3[CH:47]=[CH:46][C:45]([F:48])=[CH:44][CH:43]=3)[CH2:41][CH2:40]2)=[CH:29][C:30]=1[O:31]CC1C=CC=CC=1)C1C=CC=CC=1>C(OCC)(=O)C>[F:48][C:45]1[CH:44]=[CH:43][C:42]([C:39]2([C:28]3[CH:29]=[C:30]([OH:31])[C:25](=[O:24])[NH:26][N:27]=3)[CH2:41][CH2:40]2)=[CH:47][CH:46]=1. The product is FC1=CC=C(C=C1)C1(CC1)C=1C=C(C(NN1)=O)O (6-[1-(4-Fluorophenyl)cyclopropyl]-4-hydroxypyridazin-3(2H)-one). Reactants: C(O)([O-])=O.[Na+] (sodium hydrogencarbonate), ClC1=NC(=CC(=N1)Cl)C (2,4-dichloro-6-methylpyrimidine), ice water, Cl.C1(=CC=CC=C1)C=1CCNCC1 (4-phenyl-1,2,3,6-tetrahydropyridine hydrochloride), C(C)(C)N(CC)C(C)C (diisopropylethylamine). Solvent: C(C)O (ethanol). Conditions: time 8 hour. Product: C1(=CC=CC=C1)C=1CCN(CC1)C1=NC(=NC(=C1)C)Cl (4-(4-phenyl-1,2,3,6-tetrahydropyridin-1-yl)-2-chloro-6-methylpyrimidine). Yield: 67.5%. Reaction SMILES: [Cl:1][C:2]1[N:7]=[C:6](Cl)[CH:5]=[C:4]([CH3:9])[N:3]=1.Cl.[C:11]1([C:17]2[CH2:18][CH2:19][NH:20][CH2:21][CH:22]=2)[CH:16]=[CH:15][CH:14]=[CH:13][CH:12]=1.C(N(C(C)C)CC)(C)C.C(=O)([O-])O.[Na+]>C(O)C>[C:11]1([C:17]2[CH2:22][CH2:21][N:20]([C:6]3[CH:5]=[C:4]([CH3:9])[N:3]=[C:2]([Cl:1])[N:7]=3)[CH2:19][CH:18]=2)[CH:16]=[CH:15][CH:14]=[CH:13][CH:12]=1 |f:1.2,4.5|. Procedure details: In 4 ml of ethanol was dissolved 415 mg of 2,4-dichloro-6-methylpyrimidine, and the solution was cooled with ice-water. To the solution were added 503 mg of 4-phenyl-1,2,3,6-tetrahydropyridine hydrochloride and 664 mg of diisopropylethylamine, followed by stirring overnight under cooling with ice. The reaction solution was poured into a saturated aqueous solution of sodium hydrogencarbonate and extracted with ethyl acetate. The extract was washed with a saturated aqueous sodium chloride solution... Starting materials: C(C)(C)(C)OC(NC[C@H](C)OC1=CC=C(C=C1)NC1=NN2C(C=CC=C2C2=CC3=C(OCCO3)C=C2)=N1)=O (((S)-2-{4-[5-(2,3-Dihydro-benzo[1,4]dioxin-6-yl)-[1,2,4]triazolo[1,5-a]pyridin-2-ylamino]-phenoxy}-propyl)-carbamic acid tert-butyl ester), CC=1C=CC(=CC1)S(=O)(=O)O (TsOH). Reported procedure: ((S)-2-{4-[5-(2,3-Dihydro-benzo[1,4]dioxin-6-yl)-[1,2,4]triazolo[1,5-a]pyridin-2-ylamino]-phenoxy}-propyl)-carbamic acid tert-butyl ester (100 mg, 0.196 mmol) was dissolved in dichloromethane (4 ml) and MP-TsOH (1 g, 3.23 mmol) added. The mixture was shaken overnight at room temperature. The resin was collected by filtration and washed with methanol. The product was then cleaved from the resin with 2M ammonia in methanol. The eluant was concentrated in vacuo and the product was purified by prep ... Reaction conditions: time 8 hour. The solvent is ClCCl (dichloromethane). The product is N[C@H](COC1=CC=C(C=C1)NC1=NN2C(C=CC=C2C2=CC3=C(OCCO3)C=C2)=N1)C ([4-((S)-2-Amino-propoxy)-phenyl]-[5-(2,3-dihydro-benzo[1,4]dioxin-6-yl)-[1,2,4]triazolo[1,5-a]pyridin-2-yl]-amine). As a reaction SMILES: C(OC(=O)[NH:7][CH2:8][C@@H:9]([O:11][C:12]1[CH:17]=[CH:16][C:15]([NH:18][C:19]2[N:37]=[C:22]3[CH:23]=[CH:24][CH:25]=[C:26]([C:27]4[CH:36]=[CH:35][C:30]5[O:31][CH2:32][CH2:33][O:34][C:29]=5[CH:28]=4)[N:21]3[N:20]=2)=[CH:14][CH:13]=1)C)(C)(C)C.[CH3:39]C1C=CC(S(O)(=O)=O)=CC=1>ClCCl>[NH2:7][C@@H:8]([CH3:39])[CH2:9][O:11][C:12]1[CH:17]=[CH:16][C:15]([NH:18][C:19]2[N:37]=[C:22]3[CH:23]=[CH:24][CH:25]=[C:26]([C:27]4[CH:36]=[CH:35][C:30]5[O:31][CH2:32][CH2:33][O:34][C:29]=5[CH:28]=4)[N:21]3[N:20]=2)=[CH:14][CH:13]=1. Starting materials: C(C)(C)(C)NC(=S)NC(CO)CN1CCN(CC1)C (N-(tert-butyl)-N′-[2-hydroxy-1-(4-methyl-piperazin-1-ylmethyl)ethyl]-thiourea), Cl (hydrochloric acid). Conditions: temperature 100 celsius. The product is Cl.Cl.Cl.CN1CCN(CC1)CC1N=C(SC1)N (4-(4-methyl-piperazin-1-ylmethyl)-4,5-dihydro-thiazol-2-ylamine, trihydrochloride). RXN SMILES: C([NH:5][C:6]([NH:8][CH:9]([CH2:12][N:13]1[CH2:18][CH2:17][N:16]([CH3:19])[CH2:15][CH2:14]1)[CH2:10]O)=[S:7])(C)(C)C.[ClH:20]>>[ClH:20].[ClH:20].[ClH:20].[CH3:19][N:16]1[CH2:17][CH2:18][N:13]([CH2:12][CH:9]2[CH2:10][S:7][C:6]([NH2:5])=[N:8]2)[CH2:14][CH2:15]1 |f:2.3.4.5|. Procedure details: A suspension of 0.42 g de N-(tert-butyl)-N′-[2-hydroxy-1-(4-methyl-piperazin-1-ylmethyl)ethyl]-thiourea in 3.9 mL of an aqueous 6N hydrochloric acid is heated at a temperature of about 100° C. for 5 hours. After cooling, the reaction medium is concentrated under reduced pressure (2 kPa) at a temperature of about 55° C. The residue obtained is dried in an oven under vacuum (2 kPa) for 4 hours. About 0.47 g of 4-(4-methyl-piperazin-1-ylmethyl)-4,5-dihydro-thiazol-2-ylamine, trihydrochloride are ob... The reactants are ClC1=CC=C(C=C1)C1=C2CC(NC2=CC=C1)=O (4-(4-chloro-phenyl)-1,3-dihydro-indol-2-one), N1(N=NC=C1)CCNC(=O)C1=C(NC(=C1C)C=O)C (5-formyl-2,4-dimethyl-1H-pyrrole-3-carboxylic acid (2-[1,2,3]triazol-1-yl-ethyl)-amide). Reagents/catalysts: N1CCCCC1 (piperidine). Run in C(C)O (ethanol). Run at time 3 day. The product is N1(N=NC=C1)CCNC(=O)C1=C(NC(=C1C)C=C1C(NC2=CC=CC(=C12)C1=CC=C(C=C1)Cl)=O)C (5-[4-(4-chloro-phenyl)-2-oxo-1,2-dihydro-indol-3-ylidenemethyl]-2,4-dimethyl-1H-pyrrole-3-carboxylic acid (2-[1,2,3]triazol-1-yl-ethyl)-amide). Yield: 35.7%. As a reaction SMILES: [Cl:1][C:2]1[CH:7]=[CH:6][C:5]([C:8]2[CH:16]=[CH:15][CH:14]=[C:13]3[C:9]=2[CH2:10][C:11](=[O:17])[NH:12]3)=[CH:4][CH:3]=1.[N:18]1([CH2:23][CH2:24][NH:25][C:26]([C:28]2[C:32]([CH3:33])=[C:31]([CH:34]=O)[NH:30][C:29]=2[CH3:36])=[O:27])[CH:22]=[CH:21][N:20]=[N:19]1>C(O)C.N1CCCCC1>[N:18]1([CH2:23][CH2:24][NH:25][C:26]([C:28]2[C:32]([CH3:33])=[C:31]([CH:34]=[C:10]3[C:9]4[C:13](=[CH:14][CH:15]=[CH:16][C:8]=4[C:5]4[CH:4]=[CH:3][C:2]([Cl:1])=[CH:7][CH:6]=4)[NH:12][C:11]3=[O:17])[NH:30][C:29]=2[CH3:36])=[O:27])[CH:22]=[CH:21][N:20]=[N:19]1. Reported procedure: To a solution of 4-(4-chloro-phenyl)-1,3-dihydro-indol-2-one (60.9 mg, 0.25 mmol) and 5-formyl-2,4-dimethyl-1H-pyrrole-3-carboxylic acid (2-[1,2,3]triazol-1-yl-ethyl)-amide (67.9 mg, 0.26 mmol) in ethanol (2 mL) was added piperidine (3 drops). The reaction mixture was stirred at room temperature for three days. A yellow solid product was precipitated out, filtered, washed by ethanol for three times, and dried under high vacuum to provide pure product 5-[4-(4-chloro-phenyl)-2-oxo-1,2-dihydro-indo...